Dataset: the Open Reaction Database (ORD), a public repository of structured organic reaction records. Task: describe an organic reaction: reactants, conditions, products, and yield The reactants are [H-].[Na+] (sodium hydride), C1(CC1)SC(C(CN1N=CN=C1)(O)C1=C(C=C(C=C1)F)F)(F)F (1-(cyclopropylthio)-2-(2,4-difluorophenyl)-1,1-difluoro-3-(1H-1,2,4-triazol-1-yl)-2-propanol), O (Water), CI (Methyl iodide). Solvent: CN(C=O)C (N,N-dimethylformamide). Reaction conditions: time 30 minute. The product is C1(CC1)SC(C(CN1N=CN=C1)(OC)C1=C(C=C(C=C1)F)F)(F)F (1-[3-(cyclopropylthio)-2-(2,4-difluorophenyl)-3,3-difluoro-2-methoxypropyl]-1H-1,2,4-triazole). The yield is 59.6%. RXN SMILES: [H-].[Na+].[CH:3]1([S:6][C:7]([F:25])([F:24])[C:8]([C:16]2[CH:21]=[CH:20][C:19]([F:22])=[CH:18][C:17]=2[F:23])([OH:15])[CH2:9][N:10]2[CH:14]=[N:13][CH:12]=[N:11]2)[CH2:5][CH2:4]1.[CH3:26]I.O>CN(C)C=O>[CH:3]1([S:6][C:7]([F:24])([F:25])[C:8]([C:16]2[CH:21]=[CH:20][C:19]([F:22])=[CH:18][C:17]=2[F:23])([O:15][CH3:26])[CH2:9][N:10]2[CH:14]=[N:13][CH:12]=[N:11]2)[CH2:5][CH2:4]1 |f:0.1|. Procedure: To a solution of 60% sodium hydride (75 mg, 1.87 mmol) in N,N-dimethylformamide (50 ml), 1-(cyclopropylthio)-2-(2,4-difluorophenyl)-1,1-difluoro-3-(1H-1,2,4-triazol-1-yl)-2-propanol (0.50 g, 1.44 mmol) was added dropwise under ice cooling, followed by stirring at room temperature for 30 minutes. Methyl iodide (270 mg, 1.87 mmol) was then added dropwise to the reaction mixture under ice cooling and the resulting mixture was stirred at room temperature for 1 hour. Water was added to the reaction m... The reactants are CSc1nc2ccccc2n1C, NCCCOc1cccc(CN2CCCCC2)c1. Product: Cn1c(NCCCOc2cccc(CN3CCCCC3)c2)nc2ccccc21. Reaction SMILES: [CH3:19][n:20]1[c:21]([S:29][CH3:30])[n:22][c:23]2[c:24]1[cH:25][cH:26][cH:27][cH:28]2.[N:1]1([CH2:7][c:8]2[cH:9][c:10]([O:11][CH2:12][CH2:13][CH2:14][NH2:15])[cH:16][cH:17][cH:18]2)[CH2:2][CH2:3][CH2:4][CH2:5][CH2:6]1>>[N:1]1([CH2:7][c:8]2[cH:9][c:10]([O:11][CH2:12][CH2:13][CH2:14][NH:15][c:21]3[n:20]([CH3:19])[c:24]4[c:23]([n:22]3)[cH:28][cH:27][cH:26][cH:25]4)[cH:16][cH:17][cH:18]2)[CH2:2][CH2:3][CH2:4][CH2:5][CH2:6]1. Reactants: CC(C)(C)OC(=O)N1CC2CC(C1)c1cc([N+](=O)[O-])c([N+](=O)[O-])cc12, CCCCN, C1CCOC1, CCOC(C)=O, N. The product is CCCCNc1cc2c(cc1[N+](=O)[O-])C1CC2CN(C(=O)OC(C)(C)C)C1. As a reaction SMILES: [C:1]([CH3:2])([CH3:3])([CH3:4])[O:5][C:6](=[O:7])[N:8]1[CH2:9][CH:10]2[c:11]3[cH:12][c:13]([N+:23](=[O:24])[O-:25])[c:14]([N+:20]([O-:21])=[O:22])[cH:15][c:16]3[CH:17]([CH2:18]1)[CH2:19]2.[CH2:26]([CH2:27][CH2:28][CH3:29])[NH2:30].[CH2:32]1[O:33][CH2:34][CH2:35][CH2:36]1.[CH3:37][CH2:38][O:39][C:40](=[O:41])[CH3:42].[NH3:31]>>[C:1]([CH3:2])([CH3:3])([CH3:4])[O:5][C:6](=[O:7])[N:8]1[CH2:9][CH:10]2[c:11]3[cH:12][c:13]([N+:23](=[O:24])[O-:25])[c:14]([NH:20][CH2:26][CH2:27][CH2:28][CH3:29])[cH:15][c:16]3[CH:17]([CH2:18]1)[CH2:19]2. Starting materials: C1(CC1)CNC(NC1=CC=C(C(=O)N(C2CNCC2)C)C=C1)=O (4-(3-(cyclopropylmethyl)ureido)-N-methyl-N-(pyrrolidin-3-yl)benzamide), BrCC1=CC=C(C=C1)C(C(F)(F)F)(C(F)(F)F)O (2-(4-(bromomethyl)phenyl)-1,1,1,3,3,3-hexafluoropropan-2-ol), C([O-])([O-])=O.[K+].[K+] (potassium carbonate). Run in C(C)#N (acetonitrile). Yields the product C1(CC1)CNC(NC1=CC=C(C(=O)N(C)C2CN(CC2)CC2=CC=C(C=C2)C(C(F)(F)F)(C(F)(F)F)O)C=C1)=O (4-(3-(Cyclopropylmethyl)ureido)-N-(1-(4-(1,1,1,3,3,3-hexafluoro-2-hydroxypropan-2-yl)benzyl)pyrrolidin-3-yl)-N-methylbenzamide). The yield is 14.7%. RXN SMILES: [CH:1]1([CH2:4][NH:5][C:6](=[O:23])[NH:7][C:8]2[CH:22]=[CH:21][C:11]([C:12]([N:14]([CH3:20])[CH:15]3[CH2:19][CH2:18][NH:17][CH2:16]3)=[O:13])=[CH:10][CH:9]=2)[CH2:3][CH2:2]1.Br[CH2:25][C:26]1[CH:31]=[CH:30][C:29]([C:32]([OH:41])([C:37]([F:40])([F:39])[F:38])[C:33]([F:36])([F:35])[F:34])=[CH:28][CH:27]=1.C(=O)([O-])[O-].[K+].[K+]>C(#N)C>[CH:1]1([CH2:4][NH:5][C:6](=[O:23])[NH:7][C:8]2[CH:9]=[CH:10][C:11]([C:12]([N:14]([CH:15]3[CH2:19][CH2:18][N:17]([CH2:25][C:26]4[CH:27]=[CH:28][C:29]([C:32]([OH:41])([C:33]([F:34])([F:35])[F:36])[C:37]([F:38])([F:39])[F:40])=[CH:30][CH:31]=4)[CH2:16]3)[CH3:20])=[O:13])=[CH:21][CH:22]=2)[CH2:2][CH2:3]1 |f:2.3.4|. Procedure: A mixture of 4-(3-(cyclopropylmethyl)ureido)-N-methyl-N-(pyrrolidin-3-yl)benzamide (4.74 mmol, 1.5 g), 2-(4-(bromomethyl)phenyl)-1,1,1,3,3,3-hexafluoropropan-2-ol (4.74 mmol, 1.598 g) and potassium carbonate (7.11 mmol, 0.983 g) in acetonitrile (40 mL) was refluxed for 5 hours. The reaction was concentrated under reduced pressure and dichloromethane/methanol was added. The suspension was filtered and the filtrate was concentrated under reduced pressure. Chromatography on silica eluting with a gr... The reactants are [Mg] (magnesium), solution, II (iodine), BrC1=CC=CC=2SC=CC21 (4-bromobenzo[b]thiophene), Cl (Hydrochloric acid), BrC1=CC=CC=2SC=CC21 (4-bromobenzo[b]thiophene), CON(C(C)=O)C (N-methoxy-N-methylacetamide). Run in O1CCCC1 (tetrahydrofuran), O1CCCC1 (tetrahydrofuran). Run at time 1 hour. The product is S1C2=C(C=C1)C(=CC=C2)C(C)=O (1-(benzo[b]thiophen-4-yl]ethan-1-one). As a reaction SMILES: Br[C:2]1[C:10]2[CH:9]=[CH:8][S:7][C:6]=2[CH:5]=[CH:4][CH:3]=1.[Mg].II.CON(C)[C:17](=[O:19])[CH3:18].Cl>O1CCCC1>[S:7]1[CH:8]=[CH:9][C:10]2[C:2]([C:17](=[O:19])[CH3:18])=[CH:3][CH:4]=[CH:5][C:6]1=2. Procedure details: Approximately 5 ml of a solution of 4-bromobenzo[b]thiophene (4.10 g; prepared in a manner similar to that described in Bull. Soc. Chim. Fr., 1966, 111, 3667) in tetrahydrofuran (44 ml) was added under nitrogen to magnesium turnings (0.486 g). Two crystals of iodine were added and the mixture was heated to initiate the reaction. The remainder of the 4-bromobenzo[b]thiophene solution was added at reflux temperature over 20 minutes then the mixture was heated under reflux for 15 minutes and allowe... The reactants are BrC1=CC=C2C(=CC=NC2=C1)C=1C(=NN2C1C=CC=C2)C2=NC(=CC=C2)C (7-bromo-4-[2-(6-methyl-pyridin-2-yl)-pyrazolo[1,5-a]pyridin-3-yl]-quinoline), C1(=CC=CC=C1)C (toluene), C1(=C(C=CC=C1)P(C1=C(C=CC=C1)C)C1=C(C=CC=C1)C)C (tri-o-tolylphosphine), C(C=C)(=O)OC (methyl acrylate). The reagents and catalysts are C(C)(=O)[O-].[Pd+2].C(C)(=O)[O-] (palladium acetate). Solvent: CN(C)C=O (DMF). Conditions: temperature 80 celsius, time 20 minute. Product: COC(C=CC1=CC=C2C(=CC=NC2=C1)C=1C(=NN2C1C=CC=C2)C2=NC(=CC=C2)C)=O (3-{4-[2-(6-Methyl-pyridin-2-yl)-pyrazolo[1,5-a]pyridin-3-yl]-quinolin-7-yl}-acrylic acid methyl ester). Isolated yield 27.7%. As a reaction SMILES: Br[C:2]1[CH:11]=[C:10]2[C:5]([C:6]([C:12]3[C:13]([C:21]4[CH:26]=[CH:25][CH:24]=[C:23]([CH3:27])[N:22]=4)=[N:14][N:15]4[CH:20]=[CH:19][CH:18]=[CH:17][C:16]=34)=[CH:7][CH:8]=[N:9]2)=[CH:4][CH:3]=1.C1(C)C=CC=CC=1P(C1C=CC=CC=1C)C1C=CC=CC=1C.[C:50]([O:54][CH3:55])(=[O:53])[CH:51]=[CH2:52].C1(C)C=CC=CC=1>C([O-])(=O)C.[Pd+2].C([O-])(=O)C.CN(C=O)C>[CH3:55][O:54][C:50](=[O:53])[CH:51]=[CH:52][C:2]1[CH:11]=[C:10]2[C:5]([C:6]([C:12]3[C:13]([C:21]4[CH:26]=[CH:25][CH:24]=[C:23]([CH3:27])[N:22]=4)=[N:14][N:15]4[CH:20]=[CH:19][CH:18]=[CH:17][C:16]=34)=[CH:7][CH:8]=[N:9]2)=[CH:4][CH:3]=1 |f:4.5.6|. Procedure: Combine 7-bromo-4-[2-(6-methyl-pyridin-2-yl)-pyrazolo[1,5-a]pyridin-3-yl]-quinoline (0.15 g, 0.36 mmol), tri-o-tolylphosphine (0.38 g, 1.26 mmol), tribuytlamine (0.12 mL, 0.5 mmol), methyl acrylate (0.065 ml, 0.72 mmol), anhydrous toluene (3 mL), and DMF (1.5 mL). Bubble nitrogen gas through the solution for 20 minutes. Add palladium acetate (4.0 mg, 0.018 mmol). Heat the reaction mixture at 80° C. for 48 hours. Chromatograph the residue on silica gel (elute with 2% methanol/methylene chloride, ...